From a dataset of the Open Reaction Database (ORD), a public repository of structured organic reaction records. describe an organic reaction: reactants, conditions, products, and yield Starting materials: CCn1cc(C(=O)O)c(=O)c2cc(F)c(N3CCNC(c4cccs4)C3)cc21, O=CO. Product: CCn1cc(C(=O)O)c(=O)c2cc(F)c(N3CCN(C)C(c4cccs4)C3)cc21. Reaction SMILES: [CH2:1]([CH3:2])[n:3]1[cH:4][c:5]([C:26](=[O:27])[OH:28])[c:6](=[O:25])[c:7]2[cH:8][c:9]([F:24])[c:10]([N:13]3[CH2:14][CH:15]([c:19]4[s:20][cH:21][cH:22][cH:23]4)[NH:16][CH2:17][CH2:18]3)[cH:11][c:12]12.[CH:29]([OH:30])=[O:31]>>[CH2:1]([CH3:2])[n:3]1[cH:4][c:5]([C:26](=[O:27])[OH:28])[c:6](=[O:25])[c:7]2[cH:8][c:9]([F:24])[c:10]([N:13]3[CH2:14][CH:15]([c:19]4[s:20][cH:21][cH:22][cH:23]4)[N:16]([CH3:29])[CH2:17][CH2:18]3)[cH:11][c:12]12. The reactants are N1C=C(C2=CC=CC=C12)C1CCN(CC1)C(=O)OC(C)(C)C (tert-butyl 4-(1H-indol-3-yl)piperidine-1-carboxylate), Cl (HCl). Solvent: solution, O1CCOCC1 (dioxane). Run at time 2 hour. Product: Cl.N1CCC(CC1)C1=CNC2=CC=CC=C12 (3-(piperidin-4-yl)-1H-indole hydrochloride). The yield is 97.0%. As a reaction SMILES: [NH:1]1[C:9]2[C:4](=[CH:5][CH:6]=[CH:7][CH:8]=2)[C:3]([CH:10]2[CH2:15][CH2:14][N:13](C(OC(C)(C)C)=O)[CH2:12][CH2:11]2)=[CH:2]1.[ClH:23]>O1CCOCC1>[ClH:23].[NH:13]1[CH2:14][CH2:15][CH:10]([C:3]2[C:4]3[C:9](=[CH:8][CH:7]=[CH:6][CH:5]=3)[NH:1][CH:2]=2)[CH2:11][CH2:12]1 |f:3.4|. Procedure details: tert-butyl 4-(1H-indol-3-yl)piperidine-1-carboxylate (0.6 g; 2.0 mmol) was dissolved in 6 mL of a 4M solution of HCl in dioxane. The mixture was stirred at room temperature for 2 hours and was concentrated under reduced pressure to give 0.46 g (97%) of the desired compound as a solid. Reactants: CC1C2C=CC(C1)C2 (5-methyl-2-norbornene), C=CCCCC (1-hexene), [I-].C(C)[Al+]CC (diethylaluminum iodide). Run in C1=CC=CC=C1 (benzene). Conditions: time 80 minute. The product is CC1C2C=CC(C1)C2.C=CCCCC (5-Methyl-2-Norbornene 1-Hexene). RXN SMILES: [CH3:1][CH:2]1[CH2:7][CH:6]2[CH2:8][CH:3]1[CH:4]=[CH:5]2.[CH2:9]=[CH:10][CH2:11][CH2:12][CH2:13][CH3:14].[I-].C([Al+]CC)C>C1C=CC=CC=1>[CH3:1][CH:2]1[CH2:7][CH:6]2[CH2:8][CH:3]1[CH:4]=[CH:5]2.[CH2:9]=[CH:10][CH2:11][CH2:12][CH2:13][CH3:14] |f:2.3,5.6|. Procedure details: 500 ml dry benzene cosolvent, 74 ml 5-methyl-2-norbornene, 12 ml of the 1-hexene solution, and 6 ml of the diethylaluminum iodide solution were charged to a dry, nitrogen-purged quart bottle. 7.5 ml of the MoCl5 solution was charged last, and the bottle was shaken. After 80 minutes the reaction was shortstopped using a mixture of 1.5 ml ethanolamine, 10 ml of antioxidant solution (10 grams of 2,2',2"-tris[3(3,5-di-t-butyl-4-hydroxyphenyl)propionyloxy]ethyl isocyanurate in 100 ml benzene), and 1.... Starting materials: O=C([O-])C=CC(=O)[O-], CN=C=O, ClCCl, Fc1ccc(CNC(c2ccc(F)cc2)C2CCNCC2)cc1. The product is O=C(O)C=CC(=O)O, CNC(=O)N1CCC(C(NCc2ccc(F)cc2)c2ccc(F)cc2)CC1. Reaction SMILES: [C:28]([CH:29]=[CH:30][C:31](=[O:32])[O-:33])(=[O:34])[O-:35].[CH3:24][N:25]=[C:26]=[O:27].[Cl:36][CH2:37][Cl:38].[F:1][c:2]1[cH:3][cH:4][c:5]([CH:8]([NH:9][CH2:10][c:11]2[cH:12][cH:13][c:14]([F:17])[cH:15][cH:16]2)[CH:18]2[CH2:19][CH2:20][NH:21][CH2:22][CH2:23]2)[cH:6][cH:7]1>>[C:28]([CH:29]=[CH:30][C:31](=[O:32])[OH:33])(=[O:34])[OH:35].[F:1][c:2]1[cH:3][cH:4][c:5]([CH:8]([NH:9][CH2:10][c:11]2[cH:12][cH:13][c:14]([F:17])[cH:15][cH:16]2)[CH:18]2[CH2:19][CH2:20][N:21]([C:26]([NH:25][CH3:24])=[O:27])[CH2:22][CH2:23]2)[cH:6][cH:7]1.